Dataset: the Open Reaction Database (ORD), a public repository of structured organic reaction records. Task: describe an organic reaction: reactants, conditions, products, and yield Starting materials: CC(=O)O[BH-](OC(C)=O)OC(C)=O, C1CCOC1, CCOC(C)=O, CC(C)(C)OC(=O)NC1(C=O)CCCC1, [Cl-], [Na+], [Na+], [Na+], O=C([O-])O, COc1ccc(CN)c(OC)c1. Yields the product COc1ccc(CNCC2(NC(=O)OC(C)(C)C)CCCC2)c(OC)c1. As a reaction SMILES: [C:28]([O:29][BH-:30]([O:31][C:32](=[O:33])[CH3:34])[O:35][C:36](=[O:37])[CH3:38])(=[O:39])[CH3:40].[CH2:49]1[O:50][CH2:51][CH2:52][CH2:53]1.[CH3:54][CH2:55][O:56][C:57]([CH3:58])=[O:59].[CH:1](=[O:2])[C:3]1([NH:8][C:9]([O:10][C:11]([CH3:12])([CH3:13])[CH3:14])=[O:15])[CH2:4][CH2:5][CH2:6][CH2:7]1.[Cl-:47].[Na+:41].[Na+:46].[Na+:48].[O-:42][C:43]([OH:44])=[O:45].[O:16]([CH3:17])[c:18]1[c:19]([CH2:20][NH2:21])[cH:22][cH:23][c:24]([O:26][CH3:27])[cH:25]1>>[CH2:1]([C:3]1([NH:8][C:9]([O:10][C:11]([CH3:12])([CH3:13])[CH3:14])=[O:15])[CH2:4][CH2:5][CH2:6][CH2:7]1)[NH:21][CH2:20][c:19]1[c:18]([O:16][CH3:17])[cH:25][c:24]([O:26][CH3:27])[cH:23][cH:22]1.